Dataset: the Open Reaction Database (ORD), a public repository of structured organic reaction records. Task: describe an organic reaction: reactants, conditions, products, and yield Reactants: SC=1SC2=C(N1)C=1C=CC=C(C1C2)OCCC(=O)OCC (ethyl 3-[(2-mercapto-8H-indeno[1,2-d]thiazol-7-yl)oxy]propionate), C1(=CC=CC=C1)C(CCI)C1=CC=CC=C1 (3,3-diphenylpropyl iodide). Product: C1(=CC=CC=C1)C(CCSC=1SC2=C(N1)C=1C=CC=C(C1C2)OCCC(=O)O)C2=CC=CC=C2 (3-[[2-(3,3-Diphenylpropyl)thio-8H-indeno[1,2-d]thiazol-7-yl)oxy]propionic Acid). Isolated yield 49.0%. Reaction SMILES: [SH:1][C:2]1[S:3][C:4]2[CH2:13][C:12]3[C:11]([O:14][CH2:15][CH2:16][C:17]([O:19]CC)=[O:18])=[CH:10][CH:9]=[CH:8][C:7]=3[C:5]=2[N:6]=1.[C:22]1([CH:28]([C:32]2[CH:37]=[CH:36][CH:35]=[CH:34][CH:33]=2)[CH2:29][CH2:30]I)[CH:27]=[CH:26][CH:25]=[CH:24][CH:23]=1>>[C:22]1([CH:28]([C:32]2[CH:33]=[CH:34][CH:35]=[CH:36][CH:37]=2)[CH2:29][CH2:30][S:1][C:2]2[S:3][C:4]3[CH2:13][C:12]4[C:11]([O:14][CH2:15][CH2:16][C:17]([OH:19])=[O:18])=[CH:10][CH:9]=[CH:8][C:7]=4[C:5]=3[N:6]=2)[CH:27]=[CH:26][CH:25]=[CH:24][CH:23]=1. Procedure: Using ethyl 3-[(2-mercapto-8H-indeno[1,2-d]thiazol-7-yl)oxy]propionate and 3,3-diphenylpropyl iodide, the procedure of Example 21 was otherwise repeated to synthesize the title compound. Yield 49%.